Task: describe an organic reaction: reactants, conditions, products, and yield. Dataset: the Open Reaction Database (ORD), a public repository of structured organic reaction records The solvent is petroleum ether, C1(=CC=CC=C1)C (toluene). The product is OC1=C(C(=O)NC2=NN=NN2)C=C(C=C1)[N+](=O)[O-] (2-hydroxy-5-nitro-N-(tetrazol-5-yl)-benzamide). Starting materials: [N+](=O)([O-])C1=CC=C(C(C(=O)Cl)=C1)O (5-nitrosalicyloyl chloride), NC1=NN=NN1 (5-aminotetrazole). Procedure details: The 5-nitrosalicyloyl chloride thus obtained was dissolved in dry toluene (40 ml) and treated with anhydrous 5-aminotetrazole (3.4 g) and the mixture was stirred and heated at reflux for 12 hours. The mixture was then allowed to cool and was treated with petroleum ether (b.p. 40°-60° C.; 40 ml). The resulting solid was filtered off, washed with petroleum ether (b.p. 40°-60° C.) and stirred with hydrochloric acid (2N; 100 ml). The undissolved solid was filtered off, washed with hydrochloric acid ... RXN SMILES: [N+:1]([C:4]1[CH:12]=[C:8]([C:9](Cl)=[O:10])[C:7]([OH:13])=[CH:6][CH:5]=1)([O-:3])=[O:2].[NH2:14][C:15]1[NH:19][N:18]=[N:17][N:16]=1>C1(C)C=CC=CC=1>[OH:13][C:7]1[CH:6]=[CH:5][C:4]([N+:1]([O-:3])=[O:2])=[CH:12][C:8]=1[C:9]([NH:14][C:15]1[NH:19][N:18]=[N:17][N:16]=1)=[O:10]. Starting materials: CCO, CCOC(=O)c1cn(CCF)c2c(F)c(C)c(F)cc2c1=O, [Na+], [OH-]. The product is Cc1c(F)cc2c(=O)c(C(=O)O)cn(CCF)c2c1F. RXN SMILES: [CH3:25][CH2:26][OH:27].[F:1][CH2:2][CH2:3][n:4]1[cH:5][c:6]([C:18](=[O:19])[O:20][CH2:21][CH3:22])[c:7](=[O:17])[c:8]2[cH:9][c:10]([F:16])[c:11]([CH3:15])[c:12]([F:14])[c:13]12.[Na+:24].[OH-:23]>>[F:1][CH2:2][CH2:3][n:4]1[cH:5][c:6]([C:18](=[O:19])[OH:20])[c:7](=[O:17])[c:8]2[cH:9][c:10]([F:16])[c:11]([CH3:15])[c:12]([F:14])[c:13]12. Starting materials: C1CCOC1, CI, CN1CC(NC(=O)OC(C)(C)C)C(=O)Nc2ccccc21, [H-], [Na+]. The product is CN1CC(NC(=O)OC(C)(C)C)C(=O)N(C)c2ccccc21. As a reaction SMILES: [CH2:26]1[O:27][CH2:28][CH2:29][CH2:30]1.[CH3:24][I:25].[CH3:3][N:4]1[CH2:5][CH:6]([NH:16][C:17]([O:18][C:19]([CH3:20])([CH3:21])[CH3:22])=[O:23])[C:7](=[O:15])[NH:8][c:9]2[c:10]1[cH:11][cH:12][cH:13][cH:14]2.[H-:1].[Na+:2]>>[CH3:3][N:4]1[CH2:5][CH:6]([NH:16][C:17]([O:18][C:19]([CH3:20])([CH3:21])[CH3:22])=[O:23])[C:7](=[O:15])[N:8]([CH3:24])[c:9]2[c:10]1[cH:11][cH:12][cH:13][cH:14]2.